Dataset: the Open Reaction Database (ORD), a public repository of structured organic reaction records. Task: describe an organic reaction: reactants, conditions, products, and yield The reactants are C[C@]1([C@H](CCC1)NC(=O)C1=NC=CC=C1C1=NC=CC=N1)NC1=NC=C(N=C1)C(F)(F)F (N-[(1S,2S)-2-Methyl-2-{[5-(trifluoromethyl)pyrazin-2-yl]amino}cyclopentyl]-3-(pyrimidin-2-yl)pyridine-2-carboxamide), CC1=NOC(=N1)C1=C(C(=O)O)C=CC=C1 (2-(3-methyl-1,2,4-oxadiazol-5-yl)benzoic acid), crude material, C[C@]1([C@H](CCC1)N)NC1=NC=C(N=C1)C(F)(F)F ((1S,2S)-1-methyl-1-N-[5-(trifluoromethyl)pyrazin-2-yl]cyclopentane-1,2-diamine), C[C@]1([C@H](CCC1)N)NC1=NC=C(N=C1)C(F)(F)F ((1S,2S)-1-methyl-1-N-[5-(trifluoromethyl)pyrazin-2-yl]cyclopentane-1,2-diamine). Yields the product CC1=NOC(=N1)C1=C(C(=O)N[C@@H]2[C@](CCC2)(NC2=NC=C(N=C2)C(F)(F)F)C)C=CC=C1 (2-(3-Methyl-1,2,4-oxadiazol-5-yl)-N-[(1S,2S)-2-methyl-2-{[5-(trifluoromethyl)pyrazin-2-yl]amino}cyclopentyl]benzamide). RXN SMILES: C[C@]1(NC2C=NC(C(F)(F)F)=CN=2)CCC[C@@H]1NC(C1C(C2N=CC=CN=2)=CC=CN=1)=O.[CH3:33][C@:34]1([NH:40][C:41]2[CH:46]=[N:45][C:44]([C:47]([F:50])([F:49])[F:48])=[CH:43][N:42]=2)[CH2:38][CH2:37][CH2:36][C@@H:35]1[NH2:39].[CH3:51][C:52]1[N:56]=[C:55]([C:57]2[CH:65]=[CH:64][CH:63]=[CH:62][C:58]=2[C:59](O)=[O:60])[O:54][N:53]=1>>[CH3:51][C:52]1[N:56]=[C:55]([C:57]2[CH:65]=[CH:64][CH:63]=[CH:62][C:58]=2[C:59]([NH:39][C@H:35]2[CH2:36][CH2:37][CH2:38][C@:34]2([CH3:33])[NH:40][C:41]2[CH:46]=[N:45][C:44]([C:47]([F:50])([F:48])[F:49])=[CH:43][N:42]=2)=[O:60])[O:54][N:53]=1. Reported procedure: Prepared according to the procedure for N-[(1S,2S)-2-methyl-2-{[5-(trifluoromethyl)pyrazin-2-yl]amino}cyclopentyl]-3-(pyrimidin-2-yl)pyridine-2-carboxamide (Example 144) from (1S,2S)-1-methyl-1-N-[5-(trifluoromethyl)pyrazin-2-yl]cyclopentane-1,2-diamine (Intermediate 25; 190 mg, 0.73 mmol) and 2-(3-methyl-1,2,4-oxadiazol-5-yl)benzoic acid (CAS number 475105-77-2; 179 mg, 0.88 mmol). After work-up, the crude material was loaded directly on to a cation/anion mixed mode cartridge, eluted with DCM a... The reactants are C(#N)[BH3-].[Na+] (Sodium cyanoborohydride), CC1=C(C=O)C(=CC(=C1)C=1SC2=NC(=CC=C2N1)C1(CC1)C1=CC=CC=C1)C (2,6-dimethyl-4-(5-(1-phenylcyclopropyl)thiazolo[5,4-b]pyridine-2-yl)benzaldehyde), N1CC(C1)C(=O)O (azetidine-3-carboxylic acid), C(C)(=O)O (acetic acid). Run in C(Cl)Cl.CO (CH2Cl2 MeOH). Reaction conditions: temperature 25 celsius, time 1 hour. The product is CC1=C(C(=CC(=C1)C=1SC2=NC(=CC=C2N1)C1(CC1)C1=CC=CC=C1)C)CN1CC(C1)C(=O)O (1-((2,6-dimethyl-4-(5-(1-phenylcyclopropyl)thiazolo[5,4-b]pyridine-2-yl)phenyl)methyl)-azetidine-3-carboxylic acid). As a reaction SMILES: [CH3:1][C:2]1[CH:9]=[C:8]([C:10]2[S:11][C:12]3[C:17]([N:18]=2)=[CH:16][CH:15]=[C:14]([C:19]2([C:22]4[CH:27]=[CH:26][CH:25]=[CH:24][CH:23]=4)[CH2:21][CH2:20]2)[N:13]=3)[CH:7]=[C:6]([CH3:28])[C:3]=1[CH:4]=O.[NH:29]1[CH2:32][CH:31]([C:33]([OH:35])=[O:34])[CH2:30]1.C(O)(=O)C.C([BH3-])#N.[Na+]>C(Cl)Cl.CO>[CH3:1][C:2]1[CH:9]=[C:8]([C:10]2[S:11][C:12]3[C:17]([N:18]=2)=[CH:16][CH:15]=[C:14]([C:19]2([C:22]4[CH:27]=[CH:26][CH:25]=[CH:24][CH:23]=4)[CH2:20][CH2:21]2)[N:13]=3)[CH:7]=[C:6]([CH3:28])[C:3]=1[CH2:4][N:29]1[CH2:32][CH:31]([C:33]([OH:35])=[O:34])[CH2:30]1 |f:3.4,5.6|. Procedure details: A mixture of 2,6-dimethyl-4-(5-(1-phenylcyclopropyl)thiazolo[5,4-b]pyridine-2-yl)benzaldehyde (22.4 mg, 58.3 μmol), azetidine-3-carboxylic acid (29.5 mg, 291 μmol), and acetic acid (26.9 μl, 466 μmol) in 1:1 CH2Cl2/MeOH (2.0 mL) was stirred at 25° C. for 1 h. Sodium cyanoborohydride (6.59 mg, 105 μmol) was then added, and the resulting mixture was stirred at 25° C. for 15 h. The reaction mixture was then concentrated in vacuo, dissolved in 2 mL DMSO+20 μL trifluoroacetic acid, filtered, and puri... Starting materials: C(C)(=O)O (Acetic acid), N1CCC(CC1)C1=C2CC(NC2=CC=C1)=O (4-piperidin-4-yl-1,3-dihydroindol-2-one), C(=O)C=1NC=2CCCCC2C1CCC(=O)O (3-(2-formyl-4,5,6,7-tetrahydro-1H-indol-3-yl)-propionic acid), N1CCCC1 (pyrrolidine). Solvent: C(C)O (ethanol). Run at time 10 minute. Yields the product O=C1NC2=CC=CC(=C2C1=CC=1NC=2CCCCC2C1CCC(=O)O)C1CCNCC1 (3-[2-(2-Oxo-4-piperidin-4-yl-1,2-dihydroindol-3-ylidenemethyl)-4,5,6,7-tetrahydro-1H-indol-3-yl]-propionic Acid). RXN SMILES: [NH:1]1[CH2:6][CH2:5][CH:4]([C:7]2[CH:15]=[CH:14][CH:13]=[C:12]3[C:8]=2[CH2:9][C:10](=[O:16])[NH:11]3)[CH2:3][CH2:2]1.[CH:17]([C:19]1[NH:20][C:21]2[CH2:22][CH2:23][CH2:24][CH2:25][C:26]=2[C:27]=1[CH2:28][CH2:29][C:30]([OH:32])=[O:31])=O.N1CCCC1.C(O)(=O)C>C(O)C>[O:16]=[C:10]1[C:9](=[CH:17][C:19]2[NH:20][C:21]3[CH2:22][CH2:23][CH2:24][CH2:25][C:26]=3[C:27]=2[CH2:28][CH2:29][C:30]([OH:32])=[O:31])[C:8]2[C:12](=[CH:13][CH:14]=[CH:15][C:7]=2[CH:4]2[CH2:3][CH2:2][NH:1][CH2:6][CH2:5]2)[NH:11]1. Reported procedure: A mixture of 4-piperidin-4-yl-1,3-dihydroindol-2-one (45 mg, 0.2 mmol), 3-(2-formyl-4,5,6,7-tetrahydro-1H-indol-3-yl)-propionic acid (57 mg, 0.23 mmol) and pyrrolidine (0.3 mL) in ethanol (0.5 mL) was heated to reflux for 2 hours. Acetic acid (0.05 mL) was added to the reaction and heating was continued for another 10 minutes. The reaction was cooled and the precipitate which formed was collected by vacuum filtration, washed with ethanol and dried to give the title compound. Starting materials: CO (methanol), CO.C(C)(C)OC(C)C (methanol isopropyl ether), C1C(C2=CC=CC=C2)O1 (styrene oxide), NCC(O)C1=CC=CC=C1 (2-amino-1-phenylethanol), O (water). Reaction conditions: temperature 125 celsius. Yields the product N(CC(O)C1=CC=CC=C1)(CC(O)C1=CC=CC=C1)CC(O)C1=CC=CC=C1 (α,α',α"-[Nitrilotris(methylene)]trisbenzenemethanol). The yield is 6.0%. As a reaction SMILES: [CH2:1]1[O:9][CH:2]1[C:3]1[CH:8]=[CH:7][CH:6]=[CH:5][CH:4]=1.[NH2:10][CH2:11][CH:12]([C:14]1[CH:19]=[CH:18][CH:17]=[CH:16][CH:15]=1)[OH:13].O.CO.C([O:26][CH:27]([CH3:29])[CH3:28])(C)C.CO>>[N:10]([CH2:1][CH:2]([C:3]1[CH:4]=[CH:5][CH:6]=[CH:7][CH:8]=1)[OH:9])([CH2:29][CH:27]([C:28]1[CH:5]=[CH:4][CH:3]=[CH:2][CH:1]=1)[OH:26])[CH2:11][CH:12]([C:14]1[CH:19]=[CH:18][CH:17]=[CH:16][CH:15]=1)[OH:13] |f:3.4|. Procedure details: A mixture of styrene oxide (2.40 g, 0.020 mol) and 2-amino-1-phenylethanol (4.11 g, 0.030 mol) was heated in an oil bath at 125° C. for 3 hours. The reaction mixture was cooled, dissolved in 15 mL of methanol, and the solution poured into 100 mL of water. The mixture was extracted with 2×75 mL portions of methylene chloride, the extracts combined, dried (magnesium sulfate) and concentrated to give a yellow oil that showed several products on tlc analysis. To purify, the oil was dissolved in meth... The reactants are FC1=CC=C(C(=C1F)NC1=C(C=C(C=C1)I)F)N (5,6-difluoro-N1-(2-fluoro-4-iodophenyl)benzene-1,2-diamine), CC(C)(C)S(=O)(=O)Cl (2-methylpropane-2-sulfonyl chloride). Yields the product FC=1C(=C(C=CC1F)NS(=O)(=O)C(C)(C)C)NC1=C(C=C(C=C1)I)F (N-(3,4-difluoro-2-(2-fluoro-4-iodophenylamino)phenyl)-2-methylpropane-2-sulfonamide). RXN SMILES: [F:1][C:2]1[C:7]([F:8])=[C:6]([NH:9][C:10]2[CH:15]=[CH:14][C:13]([I:16])=[CH:12][C:11]=2[F:17])[C:5]([NH2:18])=[CH:4][CH:3]=1.[CH3:19][C:20]([S:23](Cl)(=[O:25])=[O:24])([CH3:22])[CH3:21]>>[F:8][C:7]1[C:6]([NH:9][C:10]2[CH:15]=[CH:14][C:13]([I:16])=[CH:12][C:11]=2[F:17])=[C:5]([NH:18][S:23]([C:20]([CH3:22])([CH3:21])[CH3:19])(=[O:25])=[O:24])[CH:4]=[CH:3][C:2]=1[F:1]. Procedure: According to the general procedure B, 5,6-difluoro-N1-(2-fluoro-4-iodophenyl)benzene-1,2-diamine was reacted with 2-methylpropane-2-sulfonyl chloride (synthesized according to the literature procedure) to obtain the desired product. 1H NMR (300 MHz, CDCl3): δ 7.50 (m, 1H), 7.43 (dd, J=1.8 & 10.5 Hz, 1H), 7.28 (br s, 1H), 7.10 (dd, J=9.0 & 17.7 Hz, 1H), 6.48 (br s, D2O exchangeable, 1H), 6.19 (t, J=7.8 & 9.6 Hz, 1H), 5.58 (br s, D2O exchangeable, 1H), 1.39 (s, 9H); m/z=383 [M−1]−. The reactants are C(=O)C1=CC=C(OC=2C=CC(=NC2)C(=O)N)C=C1 (5-(4-formylphenoxy)pyridine-2-carboxamide), C1=C(C=CC2=CC=CC=C12)CCN (2-naphthalen-2-ylethylamine). Product: C1=C(C=CC2=CC=CC=C12)CCNCC1=CC=C(OC=2C=CC(=NC2)C(=O)N)C=C1 (5-{4-[(2-Naphthalen-2-ylethylamino)methyl]phenoxy}pyridine-2-carboxamide). Yield: 50.3%. RXN SMILES: [CH:1]([C:3]1[CH:18]=[CH:17][C:6]([O:7][C:8]2[CH:9]=[CH:10][C:11]([C:14]([NH2:16])=[O:15])=[N:12][CH:13]=2)=[CH:5][CH:4]=1)=O.[CH:19]1[C:28]2[C:23](=[CH:24][CH:25]=[CH:26][CH:27]=2)[CH:22]=[CH:21][C:20]=1[CH2:29][CH2:30][NH2:31]>>[CH:19]1[C:28]2[C:23](=[CH:24][CH:25]=[CH:26][CH:27]=2)[CH:22]=[CH:21][C:20]=1[CH2:29][CH2:30][NH:31][CH2:1][C:3]1[CH:18]=[CH:17][C:6]([O:7][C:8]2[CH:9]=[CH:10][C:11]([C:14]([NH2:16])=[O:15])=[N:12][CH:13]=2)=[CH:5][CH:4]=1. Procedure details: Using a method similar to Example 405, using 5-(4-formylphenoxy)pyridine-2-carboxamide (Example 388, Part D) (0.0366 g, 0.151 mmol) and 2-naphthalen-2-ylethylamine (0.0286 g, 0.166 mmol) gives the title compound (0.0302 g, 50.3%): TOF MS ES+ 398.2 (M+H)+, HRMS calcd for C25H24N3O2 398.1869 (M+H)+, found 398.1833, time 0.39 min; HPLC [YMC-Pack Pro C-18 (150×4.6 mm, S-5 microm), 0.1% TFA/acetonitrile in 0.1% TFA/water at 1.0 mL/min, 30-99% over 19 min], tR=9.2 min, 98.0% purity. Starting materials: COC1=C(C=CC=C1SC1=C(C=CC=C1)F)C(C)O (1-[2-methoxy-3-(2-fluorophenylthio)phenyl]ethanol), S(=O)(Cl)Cl (thionyl chloride). The reagents and catalysts are N1=CC=CC=C1 (pyridine). The solvent is C1=CC=CC=C1 (benzene). The product is COC1=C(C=CC=C1C(C)Cl)SC1=C(C=CC=C1)F (2-fluorophenyl 2-methoxy-3-(1-chloroethyl)phenyl thioether). Yield: 79.7%. Reaction SMILES: [CH3:1][O:2][C:3]1[C:8]([S:9][C:10]2[CH:15]=[CH:14][CH:13]=[CH:12][C:11]=2[F:16])=[CH:7][CH:6]=[CH:5][C:4]=1[CH:17](O)[CH3:18].S(Cl)([Cl:22])=O>N1C=CC=CC=1.C1C=CC=CC=1>[CH3:1][O:2][C:3]1[C:4]([CH:17]([Cl:22])[CH3:18])=[CH:5][CH:6]=[CH:7][C:8]=1[S:9][C:10]1[CH:15]=[CH:14][CH:13]=[CH:12][C:11]=1[F:16]. Procedure details: A mixture of 1-[2-methoxy-3-(2-fluorophenylthio)phenyl]ethanol (1 g), thionyl chloride (500 mg) and pyridine (2 drops) in benzene (30 ml) was refluxed under heating for 30 minutes. The reaction mixture was evaporated under reduced pressure. To the residue was added water, and the mixture was extracted with diethyl ether. The extract was washed with dil. hydrochloric acid, saturated aqueous sodium bicarbonate and water in turn, dried and then evaporated under reduced pressure to give oily 2-fluor... Reactants: O=C(C=1C=CC=CC1C(F)(F)F)N(CCCCCC)CCCCCC. The reagents and catalysts are O1B(OC(C)(C)C1(C)C)B2OC(C)(C)C(O2)(C)C, O=C(NC=1C=CC=CC1C=2C=NC(=CC2)C3=NC=CC=C3)NC4CCCCC4, C[OH2+].C[OH2+].C1CC=CCCC=C1.C1CC=CCCC=C1.[Ir].[Ir]. Solvent: C=1C=C(C=CC1C)C. Run at temperature 25 celsius, time 16 hour. Product: O=C(C1=CC(=CC=C1C(F)(F)F)B2OC(C)(C)C(O2)(C)C)N(CCCCCC)CCCCCC. Yield: 96.0%. Starting materials: C[Mg]I (Methylmagnesium iodide), NC1=NC=2C=CC=NC2C2=C1N=C(N2CCCC(=O)N(C)OC)CCCC (4-(4-amino-2-butyl-1H-imidazo[4,5-c][1,5]naphthyridin-1-yl)-N-methoxy-N-methylbutanamide), O1CCCC1 (tetrahydrofuran). Run at time 4 hour. Yields the product C(CCC)C=1N(C2=C(C=NC=3C=CC=NC23)N1)CCCC(C)=O (5-(2-butyl-1H-imidazo[4,5-c][1,5]naphthyridin-1-yl)pentan-2-one). RXN SMILES: [CH3:1][Mg]I.N[C:5]1[C:14]2[N:15]=[C:16]([CH2:27][CH2:28][CH2:29][CH3:30])[N:17](CCCC(N(OC)C)=O)[C:13]=2[C:12]2[N:11]=[CH:10][CH:9]=[CH:8][C:7]=2[N:6]=1.[O:31]1[CH2:35][CH2:34][CH2:33][CH2:32]1>>[CH2:27]([C:16]1[N:15]([CH2:35][CH2:34][CH2:33][C:32](=[O:31])[CH3:1])[C:14]2[C:5]3[N:6]=[CH:7][CH:8]=[CH:9][C:10]=3[N:11]=[CH:12][C:13]=2[N:17]=1)[CH2:28][CH2:29][CH3:30]. Reported procedure: Methylmagnesium iodide (3M solution in tetrahydrofuran, 5.6 mL, 16.9 mmol, 1.5 eq) was added dropwise over 10 minutes to a chilled (0°) solution of 4-(4-amino-2-butyl-1H-imidazo[4,5-c][1,5]naphthyridin-1-yl)-N-methoxy-N-methylbutanamide (4.0 g, 11.25 mmol, 1 eq) in tetrahydrofuran (THF) (50 mL). The reaction mixture was stirred at ambient temperature for 4 hours, quenched with 1 M hydrochloric acid, and concentrated under reduced pressure. The residue was diluted with dichloromethane (75 mL) and...